From a dataset of the Open Reaction Database (ORD), a public repository of structured organic reaction records. describe an organic reaction: reactants, conditions, products, and yield Reactants: CCO, CC[O-], S=C=NCCCN1CCC(c2ccccc2)CC1, N#CN, [Na+], [Na]. The product is N#CNC(S)=NCCCN1CCC(c2ccccc2)CC1, [Na]. RXN SMILES: [CH3:27][CH2:28][OH:29].[CH3:2][CH2:3][O-:4].[N:9](=[C:10]=[S:11])[CH2:12][CH2:13][CH2:14][N:15]1[CH2:16][CH2:17][CH:18]([c:21]2[cH:22][cH:23][cH:24][cH:25][cH:26]2)[CH2:19][CH2:20]1.[NH2:6][C:7]#[N:8].[Na+:1].[Na:5]>>[NH:6]([C:7]#[N:8])[C:10](=[N:9][CH2:12][CH2:13][CH2:14][N:15]1[CH2:16][CH2:17][CH:18]([c:21]2[cH:22][cH:23][cH:24][cH:25][cH:26]2)[CH2:19][CH2:20]1)[SH:11].[Na:5]. Reactants: ClC=1C(N(N=CC1N(N)C)C1=CC(=CC=C1)C(F)(F)F)=O (4-chloro-5-(1-methylhydrazino)-2-(3'-trifluoromethylphenyl)-3(2H)-pyridazinone), COC(N(C)C)OC (N,N-dimethylformamide dimethyl acetal), COC(N(C)C)OC (N,N-dimethylformamide dimethyl acetal). Run in CN(C=O)C (dimethylformamide). RXN SMILES: [Cl:1][C:2]1[C:3](=[O:21])[N:4]([C:11]2[CH:16]=[CH:15][CH:14]=[C:13]([C:17]([F:20])([F:19])[F:18])[CH:12]=2)[N:5]=[CH:6][C:7]=1[N:8]([CH3:10])[NH2:9].[CH3:22]OC(OC)N(C)C>CN(C)C=O>[Cl:1][C:2]1[C:3](=[O:21])[N:4]([C:11]2[CH:16]=[CH:15][CH:14]=[C:13]([C:17]([F:19])([F:20])[F:18])[CH:12]=2)[N:5]=[C:6]2[CH:22]=[N:9][N:8]([CH3:10])[C:7]=12. Procedure details: In 100 ml. of absolute dimethylformamide (dried over molecular sieves) under a nitrogen atmosphere, are dissolved 9.6 grams of 4-chloro-5-(1-methylhydrazino)-2-(3'-trifluoromethylphenyl)-3(2H)-pyridazinone. To this solution are added 3.9 grams of N,N-dimethylformamide dimethyl acetal and the solution is heated at 110°-120° C. overnight. The progress of the reaction is followed by thin layer chromatography. An additional 3.9 grams of N,N-dimethylformamide dimethyl acetal are added with continued ... The product is ClC1=C2C(=NN(C1=O)C1=CC(=CC=C1)C(F)(F)F)C=NN2C (7-chloro-1-methyl-5-(3'-trifluoromethylphenyl)-1H-pyrazolo[4,3-c]pyridazin-6-(5H)-one). Reactants: Cn1cc([N+](=O)[O-])cc1C(=O)Cl, ClCCl, NCCN1CCOCC1. Yields the product Cn1cc([N+](=O)[O-])cc1C(=O)NCCN1CCOCC1. Reaction SMILES: [CH3:1][n:2]1[c:3]([C:10](=[O:11])[Cl:12])[cH:4][c:5]([N+:7](=[O:8])[O-:9])[cH:6]1.[Cl:22][CH2:23][Cl:24].[O:13]1[CH2:14][CH2:15][N:16]([CH2:19][CH2:20][NH2:21])[CH2:17][CH2:18]1>>[CH3:1][n:2]1[c:3]([C:10](=[O:11])[NH:21][CH2:20][CH2:19][N:16]2[CH2:15][CH2:14][O:13][CH2:18][CH2:17]2)[cH:4][c:5]([N+:7](=[O:8])[O-:9])[cH:6]1. Starting materials: Cl, CN1C(=O)C(C)(C)N=C(c2ccccc2F)c2cc([N+](=O)[O-])ccc21, Cl[Sn]Cl. Product: CN1C(=O)C(C)(C)N=C(c2ccccc2F)c2cc(N)ccc21. Reaction SMILES: [ClH:29].[F:1][c:2]1[c:3]([C:8]2=[N:9][C:10]([CH3:24])([CH3:25])[C:11](=[O:23])[N:12]([CH3:22])[c:13]3[c:14]2[cH:15][c:16]([N+:19]([O-:20])=[O:21])[cH:17][cH:18]3)[cH:4][cH:5][cH:6][cH:7]1.[Sn:26]([Cl:27])[Cl:28]>>[F:1][c:2]1[c:3]([C:8]2=[N:9][C:10]([CH3:24])([CH3:25])[C:11](=[O:23])[N:12]([CH3:22])[c:13]3[c:14]2[cH:15][c:16]([NH2:19])[cH:17][cH:18]3)[cH:4][cH:5][cH:6][cH:7]1. Procedure details: 1 G. of the 3-cyano-2-oxotridecanoic acid ethyl ester is dissolved in 5 ml of methanesulfonic acid and the mixture allowed to stand overnight at room temperature. The reaction mixture is worked up by first pouring into ethanol-water (20 ml ethanol--5 ml water). After standing for several hours, the ethanol is removed by evaporation. The aqueous acidic residue is diluted further with water and then extracted with chloroform. The chloroform solution is then washed well with water, dried and evapor... Reaction SMILES: C([O:3][C:4](=O)[C:5](=[O:19])[CH:6]([C:17]#[N:18])[CH2:7][CH2:8][CH2:9][CH2:10][CH2:11][CH2:12][CH2:13][CH2:14][CH2:15][CH3:16])C.C([OH:23])C.O>CS(O)(=O)=O>[OH:19][C:5]1[C:4](=[O:3])[NH:18][C:17](=[O:23])[C:6]=1[CH2:7][CH2:8][CH2:9][CH2:10][CH2:11][CH2:12][CH2:13][CH2:14][CH2:15][CH3:16] |f:1.2|. The product is OC=1C(NC(C1CCCCCCCCCC)=O)=O (3-hydroxy-4-(n-decyl)-3-pyrroline-2,5-dione). Run at time 8 hour. Run in CS(=O)(=O)O (methanesulfonic acid). The reactants are C(C)OC(C(C(CCCCCCCCCC)C#N)=O)=O (3-cyano-2-oxotridecanoic acid ethyl ester), C(C)O.O (ethanol water). Starting materials: CC(C)(O)C(CC1CC2CCN1CC2)(c1ccccc1)c1ccccc1, CC(=O)OC(C)=O, CN(C)c1ccncc1. Product: CC(C)(O)C(CC1CC2CCN1CC2)(c1ccccc1)c1ccccc1, CC(=O)O. As a reaction SMILES: [CH3:1][C:2]([C:3]([CH2:4][CH:5]1[N:6]2[CH2:7][CH2:8][CH:9]([CH2:10]1)[CH2:11][CH2:12]2)([c:13]1[cH:14][cH:15][cH:16][cH:17][cH:18]1)[c:19]1[cH:20][cH:21][cH:22][cH:23][cH:24]1)([OH:25])[CH3:26].[CH3:27][C:28](=[O:29])[O:30][C:31](=[O:32])[CH3:33].[CH3:34][N:35]([CH3:36])[c:37]1[cH:38][cH:39][n:40][cH:41][cH:42]1>>[CH3:1][C:2]([C:3]([CH2:4][CH:5]1[N:6]2[CH2:7][CH2:8][CH:9]([CH2:10]1)[CH2:11][CH2:12]2)([c:13]1[cH:14][cH:15][cH:16][cH:17][cH:18]1)[c:19]1[cH:20][cH:21][cH:22][cH:23][cH:24]1)([OH:25])[CH3:26].[CH3:27][C:28](=[O:29])[OH:30]. Starting materials: CCCCO, FC(F)(F)c1cccc(CC(Cl)(Cl)Cl)c1, [K+], [OH-], O. Product: CCCCOC(=O)Cc1cccc(C(F)(F)F)c1. Reaction SMILES: [CH2:1]([CH2:2][CH2:3][CH3:4])[OH:5].[Cl:8][C:9]([CH2:10][c:11]1[cH:12][c:13]([C:17]([F:18])([F:19])[F:20])[cH:14][cH:15][cH:16]1)([Cl:21])[Cl:22].[K+:7].[OH-:6].[OH2:23]>>[CH2:1]([CH2:2][CH2:3][CH3:4])[O:5][C:9](=[O:6])[CH2:10][c:11]1[cH:12][c:13]([C:17]([F:18])([F:19])[F:20])[cH:14][cH:15][cH:16]1. The reactants are C1CCOC1, COC(=O)C(Cc1ccc(-c2ccccc2Oc2ccccc2)cc1)NC(=O)c1cc(Br)ccc1O, CCOC(C)=O, OCCN1CCOCC1, CC(C)OC(=O)N=NC(=O)OC(C)C, c1ccc(P(c2ccccc2)c2ccccc2)cc1. The product is COC(=O)C(Cc1ccc(-c2ccccc2Oc2ccccc2)cc1)NC(=O)c1cc(Br)ccc1OCCN1CCOCC1. RXN SMILES: [CH2:79]1[O:80][CH2:81][CH2:82][CH2:83]1.[CH3:1][O:2][C:3]([CH:4]([CH2:5][c:6]1[cH:7][cH:8][c:9](-[c:12]2[c:13]([O:18][c:19]3[cH:20][cH:21][cH:22][cH:23][cH:24]3)[cH:14][cH:15][cH:16][cH:17]2)[cH:10][cH:11]1)[NH:25][C:26]([c:27]1[c:28]([OH:34])[cH:29][cH:30][c:31]([Br:33])[cH:32]1)=[O:35])=[O:36].[CH3:84][CH2:85][O:86][C:87]([CH3:88])=[O:89].[O:37]1[CH2:38][CH2:39][N:40]([CH2:43][CH2:44][OH:45])[CH2:41][CH2:42]1.[O:65]=[C:66]([O:67][CH:68]([CH3:69])[CH3:70])[N:71]=[N:72][C:73]([O:74][CH:75]([CH3:76])[CH3:77])=[O:78].[c:46]1([P:47]([c:48]2[cH:49][cH:50][cH:51][cH:52][cH:53]2)[c:54]2[cH:55][cH:56][cH:57][cH:58][cH:59]2)[cH:60][cH:61][cH:62][cH:63][cH:64]1>>[CH3:1][O:2][C:3]([CH:4]([CH2:5][c:6]1[cH:7][cH:8][c:9](-[c:12]2[c:13]([O:18][c:19]3[cH:20][cH:21][cH:22][cH:23][cH:24]3)[cH:14][cH:15][cH:16][cH:17]2)[cH:10][cH:11]1)[NH:25][C:26]([c:27]1[c:28]([O:34][CH2:44][CH2:43][N:40]2[CH2:39][CH2:38][O:37][CH2:42][CH2:41]2)[cH:29][cH:30][c:31]([Br:33])[cH:32]1)=[O:35])=[O:36].